This data is from the Open Reaction Database (ORD), a public repository of structured organic reaction records. The task is: describe an organic reaction: reactants, conditions, products, and yield Starting materials: NCCN1CCOCC1 (2-aminoethylmorpholine), C1(CCCCC1)N=C=NC1CCCCC1 (dicyclohexylcarbodiimide), COC1=CC=C(C=C1)C=1N=C(NC1C1=CC=C(C=C1)OC)SCCCCC(=O)O (5-[4,5-bis(4-methoxyphenyl)-1H-imidazol-2-ylthio]pentanoic acid), O.ON1N=NC2=C1C=CC=C2 (1-hydroxy-1H-benzotriazole hydrate). Solvent: O1CCCC1 (tetrahydrofuran), C(C)(=O)OCC (ethyl acetate). Run at time 20 minute. Product: N1(CCOCC1)CCNC(CCCCSC=1NC(=C(N1)C1=CC=C(C=C1)OC)C1=CC=C(C=C1)OC)=O (N-(2-morpholinyl-ethyl)-5-[4,5-bis(4-methoxyphenyl)-1H-imidazol-2-ylthio]-pentanamide). RXN SMILES: [CH3:1][O:2][C:3]1[CH:8]=[CH:7][C:6]([C:9]2[N:10]=[C:11]([S:22][CH2:23][CH2:24][CH2:25][CH2:26][C:27]([OH:29])=O)[NH:12][C:13]=2[C:14]2[CH:19]=[CH:18][C:17]([O:20][CH3:21])=[CH:16][CH:15]=2)=[CH:5][CH:4]=1.O.ON1C2C=CC=CC=2N=N1.[NH2:41][CH2:42][CH2:43][N:44]1[CH2:49][CH2:48][O:47][CH2:46][CH2:45]1.C1(N=C=NC2CCCCC2)CCCCC1>O1CCCC1.C(OCC)(=O)C>[N:44]1([CH2:43][CH2:42][NH:41][C:27](=[O:29])[CH2:26][CH2:25][CH2:24][CH2:23][S:22][C:11]2[NH:10][C:9]([C:6]3[CH:5]=[CH:4][C:3]([O:2][CH3:1])=[CH:8][CH:7]=3)=[C:13]([C:14]3[CH:15]=[CH:16][C:17]([O:20][CH3:21])=[CH:18][CH:19]=3)[N:12]=2)[CH2:49][CH2:48][O:47][CH2:46][CH2:45]1 |f:1.2|. Procedure: A solution of 5-[4,5-bis(4-methoxyphenyl)-1H-imidazol-2-ylthio]pentanoic acid (1.91 g, 4.63 mmol) and 1-hydroxy-1H-benzotriazole hydrate (890 rag, 6.59 mmol) in tetrahydrofuran (20 mL) was cooled to 0° C., and treated with 2-aminoethylmorpholine (1.0 mL, 7.62 mmol). After 20 minutes, dicyclohexylcarbodiimide (1.42 g, 6.88 mmol) was added in small portions over 20 minutes. This mixture was allowed to stir an additional 48 hours, then poured into ethyl acetate (250 mL), filtered, and washed with w... Starting materials: CN1CCOCC1 (N-methylmorpholine), C(CCl)Cl (EDC), C(C1=CC=CC=C1)(C1=CC=CC=C1)(C1=CC=CC=C1)NCC(=O)O (N-Tritylglycine), NC1=NC=NC2=CC=C(C=C12)NC(=O)[C@H]1NCCC1 ((2S)-N-(4-amino-6-quinazolinyl)-2-pyrrolidinecarboxamide), C=1C=CC2=C(C1)N=NN2O (HOBt). Solvent: CN(C=O)C (N,N-dimethylformamide). Conditions: temperature 0 celsius, time 12 hour. Yields the product NC1=NC=NC2=CC=C(C=C12)NC(=O)[C@H]1N(CCC1)C(CNC(C1=CC=CC=C1)(C1=CC=CC=C1)C1=CC=CC=C1)=O ((2S)-N-(4-amino-6-quinazolinyl)-1-{2-[(triphenylmethyl)amino]acetyl}-2-pyrrolidinecarboxamide). Reaction SMILES: [C:1]([NH:20][CH2:21][C:22](O)=[O:23])([C:14]1[CH:19]=[CH:18][CH:17]=[CH:16][CH:15]=1)([C:8]1[CH:13]=[CH:12][CH:11]=[CH:10][CH:9]=1)[C:2]1[CH:7]=[CH:6][CH:5]=[CH:4][CH:3]=1.[NH2:25][C:26]1[C:35]2[C:30](=[CH:31][CH:32]=[C:33]([NH:36][C:37]([C@@H:39]3[CH2:43][CH2:42][CH2:41][NH:40]3)=[O:38])[CH:34]=2)[N:29]=[CH:28][N:27]=1.C1C=CC2N(O)N=NC=2C=1.CN1CCOCC1.C(Cl)CCl>CN(C)C=O>[NH2:25][C:26]1[C:35]2[C:30](=[CH:31][CH:32]=[C:33]([NH:36][C:37]([C@@H:39]3[CH2:43][CH2:42][CH2:41][N:40]3[C:22](=[O:23])[CH2:21][NH:20][C:1]([C:2]3[CH:7]=[CH:6][CH:5]=[CH:4][CH:3]=3)([C:14]3[CH:19]=[CH:18][CH:17]=[CH:16][CH:15]=3)[C:8]3[CH:13]=[CH:12][CH:11]=[CH:10][CH:9]=3)=[O:38])[CH:34]=2)[N:29]=[CH:28][N:27]=1. Procedure details: N-Tritylglycine (1.58 g, 5.0 mmol) and (2S)-N-(4-amino-6-quinazolinyl)-2-pyrrolidinecarboxamide (1.15 g, 4.5 mmol) were dissolved in 11 mL N,N-dimethylformamide and cooled to 0° C. HOBt (0.770 g, 5.0 mmol) was added and pH was set to 8 with N-methylmorpholine. After 10 minutes EDC (0.978 g, 5.0 mmol) was added and the mixture was stirred for 12 hours. The solvent was evaporated and the crude product was purified with column chromatography using chloroform/methanol (9/1) as eluant. Starting materials: ClC1=C(C=CC(=C1)Cl)C1(SCCN1)CN1N=CN=C1 (2-(2,4-dichlorophenyl)-2-(1H-1,2,4-triazole-1-yl methyl) thiazolidine), C(C)I (ethyl iodide), CCCCCC (n-hexane), C(CCC)[Li] (n-butyl lithium). The solvent is O1CCCC1 (tetrahydrofuran). Reaction conditions: temperature -50 celsius, time 30 minute. Product: ClC1=C(C=CC(=C1)Cl)C1(SCCN1CC)CN1N=CN=C1 (2-(2,4-dichlorophenyl)-2-(1H-1,2,4-triazole-1-yl methyl)-3-ethyl thiazolidine). Reaction SMILES: [Cl:1][C:2]1[CH:7]=[C:6]([Cl:8])[CH:5]=[CH:4][C:3]=1[C:9]1([CH2:14][N:15]2[CH:19]=[N:18][CH:17]=[N:16]2)[NH:13][CH2:12][CH2:11][S:10]1.[CH3:20][CH2:21]CCCC.C([Li])CCC.C(I)C>O1CCCC1>[Cl:1][C:2]1[CH:7]=[C:6]([Cl:8])[CH:5]=[CH:4][C:3]=1[C:9]1([CH2:14][N:15]2[CH:19]=[N:18][CH:17]=[N:16]2)[N:13]([CH2:20][CH3:21])[CH2:12][CH2:11][S:10]1. Procedure: 2.0 g of 2-(2,4-dichlorophenyl)-2-(1H-1,2,4-triazole-1-yl methyl) thiazolidine used in Working Example 7 was dissolved in anhydrous tetrahydrofuran. After cooling the solution to -50° C., 4.5 ml of a n-hexane solution containing 15% of n-butyl lithium was added and the mixture was stirred for 30 minutes at the same temperature. Then, 2.2 g of ethyl iodide was added and the mixture was reacted for 1 hour at the same temperature. Then, the temperature was gradually raised to room temperature. Afte... Reactants: N1=C(C=NC=C1)C1=CC=C(C=O)C=C1 (4-Pyrazinylbenzaldehyde), N1(N=CC=C1)C1=CC=C(C=O)C=C1 (4-(1H-pyrazol-1-yl)-benzaldehyde). The product is N1=C(C=NC=C1)C1=CC=C(C=C1)C=CC=O (3-(4-Pyrazinylphenyl)-2-propenal). As a reaction SMILES: [N:1]1[CH:6]=[CH:5][N:4]=[CH:3][C:2]=1[C:7]1[CH:14]=[CH:13][C:10]([CH:11]=O)=[CH:9][CH:8]=1.N1(C2C=C[C:23]([CH:24]=[O:25])=CC=2)C=CC=N1>>[N:1]1[CH:6]=[CH:5][N:4]=[CH:3][C:2]=1[C:7]1[CH:14]=[CH:13][C:10]([CH:11]=[CH:23][CH:24]=[O:25])=[CH:9][CH:8]=1. Procedure details: The title compound was prepared by a procedure analogous to Reference Example 30 by substituting 4-pyrazinylbenzaldehyde (prepared as described in Reference Example 17) for the 4-(1H-pyrazol-1-yl)-benzaldehyde of Reference Example 30. MS 211 (M+H)+. Starting materials: CO, COC(=O)c1cc2c(Oc3ccc(NC(=O)NC4CC4)c(C)c3)ccnc2cc1OC, [Na+], [OH-]. Yields the product COc1cc2nccc(Oc3ccc(NC(=O)NC4CC4)c(C)c3)c2cc1C(=O)O. Reaction SMILES: [CH3:32][OH:33].[CH:1]1([NH:4][C:5](=[O:6])[NH:7][c:8]2[c:9]([CH3:31])[cH:10][c:11]([O:14][c:15]3[cH:16][cH:17][n:18][c:19]4[cH:20][c:21]([O:29][CH3:30])[c:22]([C:25](=[O:26])[O:27][CH3:28])[cH:23][c:24]34)[cH:12][cH:13]2)[CH2:2][CH2:3]1.[Na+:35].[OH-:34]>>[CH:1]1([NH:4][C:5](=[O:6])[NH:7][c:8]2[c:9]([CH3:31])[cH:10][c:11]([O:14][c:15]3[cH:16][cH:17][n:18][c:19]4[cH:20][c:21]([O:29][CH3:30])[c:22]([C:25](=[O:26])[OH:27])[cH:23][c:24]34)[cH:12][cH:13]2)[CH2:2][CH2:3]1. Starting materials: COCOCCC=1SC=CC1 (2-(2-methoxymethoxyethyl)thiophene), [Br-].[Mg+2].[Br-] (magnesium bromide). Run in ClCCl (dichloromethane). Conditions: time 5 minute. The product is S1C=CC=2COCCC21 (6,7-dihydro-4H-thieno[3,2-c]pyrane). The yield is 81.7%. Reaction SMILES: CO[CH2:3][O:4][CH2:5][CH2:6][C:7]1[S:8][CH:9]=[CH:10][CH:11]=1.[Br-].[Mg+2].[Br-]>ClCCl>[S:8]1[C:7]2[CH2:6][CH2:5][O:4][CH2:3][C:11]=2[CH:10]=[CH:9]1 |f:1.2.3|. Procedure details: 61.2 g of 2-(2-methoxymethoxyethyl)thiophene obtained in Example 19 and 130.8 g of magnesium bromide were added to 850 mL of dichloromethane, and the resulting mixture was refluxed for 2 hours. The reaction product solution was cooled to room temperature and concentrated by evaporation under reduced pressure. To the residue, 500 mL of water and 800 mL of n-hexane were added, and the resulting mixture was stirred for 5 minutes. Aqueous layer was discarded, and the organic layer was washed twice w... Reactants: CCOC(=O)CC(Cc1ccc(-c2cc(F)ccc2OC)cc1)NC(=O)CCC(=O)O, CO, [Na+], [OH-]. The product is COc1ccc(F)cc1-c1ccc(CC(CC(=O)O)NC(=O)CCC(=O)O)cc1. As a reaction SMILES: [CH2:1]([CH3:2])[O:3][C:4]([CH2:5][CH:6]([CH2:7][c:8]1[cH:9][cH:10][c:11](-[c:14]2[c:15]([O:21][CH3:22])[cH:16][cH:17][c:18]([F:20])[cH:19]2)[cH:12][cH:13]1)[NH:23][C:24]([CH2:25][CH2:26][C:27](=[O:28])[OH:29])=[O:30])=[O:31].[CH3:34][OH:35].[Na+:33].[OH-:32]>>[O:3]=[C:4]([CH2:5][CH:6]([CH2:7][c:8]1[cH:9][cH:10][c:11](-[c:14]2[c:15]([O:21][CH3:22])[cH:16][cH:17][c:18]([F:20])[cH:19]2)[cH:12][cH:13]1)[NH:23][C:24]([CH2:25][CH2:26][C:27](=[O:28])[OH:29])=[O:30])[OH:31]. Reactants: Cl.N1(CCNCCC1)C=1C=C(C=CC1C)NS(=O)(=O)C1=C(C=CC=C1)OC(F)F (N-(3-[1,4]Diazepan-1-yl-4-methyl-phenyl)-2-difluoromethoxy-benzenesulfonamide hydrochloride), C=O (formaldehyde). Run in C(C)#N (acetonitrile), [BH4-].[Na+] (sodium borohydride). Yields the product Cl.FC(OC1=C(C=CC=C1)S(=O)(=O)NC1=CC(=C(C=C1)C)N1CCN(CCC1)C)F (2-Difluoromethoxy-N-[4-methyl-3-(4-methyl-[1,4]diazepan-1-yl)-phenyl]-benzenesulfonamide hydrochloride). RXN SMILES: [ClH:1].[N:2]1([C:9]2[CH:10]=[C:11]([NH:16][S:17]([C:20]3[CH:25]=[CH:24][CH:23]=[CH:22][C:21]=3[O:26][CH:27]([F:29])[F:28])(=[O:19])=[O:18])[CH:12]=[CH:13][C:14]=2[CH3:15])[CH2:8][CH2:7][CH2:6][NH:5][CH2:4][CH2:3]1.[CH2:30]=O>[BH4-].[Na+].C(#N)C>[ClH:1].[F:28][CH:27]([F:29])[O:26][C:21]1[CH:22]=[CH:23][CH:24]=[CH:25][C:20]=1[S:17]([NH:16][C:11]1[CH:12]=[CH:13][C:14]([CH3:15])=[C:9]([N:2]2[CH2:8][CH2:7][CH2:6][N:5]([CH3:30])[CH2:4][CH2:3]2)[CH:10]=1)(=[O:19])=[O:18] |f:0.1,3.4,6.7|. Reported procedure: The title compound was prepared from the title compound of Example 2 under reductive amination conditions employing an aqueous solution of formaldehyde and sodium borohydride in acetonitrile as solvent. The reactants are C(C1=CC=CC=C1)OC=1C=C(C=2OC3=C(C(=C(C(=C3C(C2)=O)OC)OC)OC)OC)C=CC1OCC1=CC=CC=C1 (3',4'-bis(benzyloxy)-5,6,7,8-tetramethoxyflavone), C(C)(=O)OCC (ethyl acetate). Reagents/catalysts: [Pd] (palladium-charcoal). The solvent is CO (methanol). Yields the product OC=1C=C(C=2OC3=C(C(=C(C(=C3C(C2)=O)OC)OC)OC)OC)C=CC1O (3',4'-dihydroxy-5,6,7,8-tetramethoxyflavone). Reaction SMILES: C(OCC)(=O)C.C([O:14][C:15]1[CH:16]=[C:17]([CH:37]=[CH:38][C:39]=1[O:40]CC1C=CC=CC=1)[C:18]1[O:19][C:20]2[C:25]([C:26](=[O:28])[CH:27]=1)=[C:24]([O:29][CH3:30])[C:23]([O:31][CH3:32])=[C:22]([O:33][CH3:34])[C:21]=2[O:35][CH3:36])C1C=CC=CC=1>[Pd].CO>[OH:14][C:15]1[CH:16]=[C:17]([CH:37]=[CH:38][C:39]=1[OH:40])[C:18]1[O:19][C:20]2[C:25]([C:26](=[O:28])[CH:27]=1)=[C:24]([O:29][CH3:30])[C:23]([O:31][CH3:32])=[C:22]([O:33][CH3:34])[C:21]=2[O:35][CH3:36]. Reported procedure: Into 200 ml. of a mixed solvent of ethyl acetate and methanol at a ratio of 1:1 was dissolved 1.11 g. of 3',4'-bis(benzyloxy)-5,6,7,8-tetramethoxyflavone and added 0.2 to 0.3 g. of 10% palladium-charcoal. The resulting mixture was mixed with shaking in a stream of H2 gas until H2 absorption was completed. After filtering out the catalyst, the obtained filtrate was concentrated. The residue was recrystallized from methanol to give 0.74 g. (97% of the theoretical amount) of the desired compound be...